Dataset: the Open Reaction Database (ORD), a public repository of structured organic reaction records. Task: describe an organic reaction: reactants, conditions, products, and yield The reactants are NC1=C(C(=O)OC)C=CC=C1OC (methyl 2-amino-3-methoxybenzoate), ClN1C(CCC1=O)=O (N-chlorosuccinimide). Solvent: C(C)(=O)OCC (ethyl acetate), CN(C=O)C (N,N-dimethylformamide). Run at time 2 hour. Yields the product NC1=C(C(=O)OC)C=C(C=C1OC)Cl (methyl 2-amino-5-chloro-3-methoxybenzoate). Yield: 96.1%. RXN SMILES: [NH2:1][C:2]1[C:11]([O:12][CH3:13])=[CH:10][CH:9]=[CH:8][C:3]=1[C:4]([O:6][CH3:7])=[O:5].[Cl:14]N1C(=O)CCC1=O>CN(C)C=O.C(OCC)(=O)C>[NH2:1][C:2]1[C:11]([O:12][CH3:13])=[CH:10][C:9]([Cl:14])=[CH:8][C:3]=1[C:4]([O:6][CH3:7])=[O:5]. Procedure: To methyl 2-amino-3-methoxybenzoate (750 mg, 4.1 mmol) in anhydrous N,N-dimethylformamide (15 mL) was added N-chlorosuccinimide (580 mg, 4.35 mmol) and this mixture was stirred at ambient temperature for 2 hours. The temperature was increased to 60° C. for 4 hours. The deep red solution was cooled, diluted with ethyl acetate, washed with saturated sodium bicarbonate, water, then brine, dried with sodium sulfate, decanted and concentrated to yield crude methyl 2-amino-5-chloro-3-methoxybenzoate (... The reactants are CCOCCO, [H-], O=C(O)CI, [Na+], CN(C)C=O. Product: CCOCCOCC(=O)O. Reaction SMILES: [CH3:1][CH2:2][O:3][CH2:4][CH2:5][OH:6].[H-:7].[I:9][CH2:10][C:11](=[O:12])[OH:13].[Na+:8].[O:14]=[CH:15][N:16]([CH3:17])[CH3:18]>>[CH3:1][CH2:2][O:3][CH2:4][CH2:5][O:6][CH2:10][C:11](=[O:12])[OH:13]. Reactants: C(C1=CC=CC=C1)N1C(CN(CC1)C(=O)C1=NC(=CC=C1)OC)(C)COC ((4-benzyl-3-methoxymethyl-3-methyl-piperazin-1-yl)-(6-methoxy-pyridin-2-yl)-methanone). The reagents and catalysts are [Pd] (palladium on carbon). The solvent is CO (methanol). Conditions: time 12 hour. Product: COCC1(CN(CCN1)C(=O)C1=NC(=CC=C1)OC)C ((3-Methoxymethyl-3-methyl-piperazin-1-yl)-(6-methoxy-pyridin-2-yl)-methanone). RXN SMILES: C([N:8]1[CH2:13][CH2:12][N:11]([C:14]([C:16]2[CH:21]=[CH:20][CH:19]=[C:18]([O:22][CH3:23])[N:17]=2)=[O:15])[CH2:10][C:9]1([CH2:25][O:26][CH3:27])[CH3:24])C1C=CC=CC=1>[Pd].CO>[CH3:27][O:26][CH2:25][C:9]1([CH3:24])[NH:8][CH2:13][CH2:12][N:11]([C:14]([C:16]2[CH:21]=[CH:20][CH:19]=[C:18]([O:22][CH3:23])[N:17]=2)=[O:15])[CH2:10]1. Reported procedure: A mixture of 170 mg (414 μmol, purity: 90%) (4-benzyl-3-methoxymethyl-3-methyl-piperazin-1-yl)-(6-methoxy-pyridin-2-yl)-methanone and 20 mg palladium on carbon in 10 mL methanol was hydrogenated at 50° C. for 12 h at 50 psi. The catalyst was removed by filtration and the solvent was evaporated in vacuo. Starting materials: ClC1=NC(=C(C(=N1)NNC([C@@H](CN(C=O)OC1OCCCC1)CC1CCCC1)=O)F)N(CC=1SC=CN1)C ([(2R)-3-(2-{2-Chloro-5-fluoro-6-[methyl(1,3-thiazol-2-ylmethyl)amino]-4-pyrimidinyl}hydrazino)-2-(cyclopentylmethyl)-3-oxopropyl](tetrahydro-2H-pyran-2-yloxy)formamide). Solvent: C(C)(=O)O (acetic acid), O (water). Reaction conditions: time 2 day. Yields the product ClC1=NC(=C(C(=N1)NNC([C@@H](CN(C=O)O)CC1CCCC1)=O)F)N(CC=1SC=CN1)C ([(2R)-3-(2-{2-chloro-5-fluoro-6-[methyl(1,3-thiazol-2-ylmethyl)amino]-4-pyrimidinyl}hydrazino)-2-(cyclopentylmethyl)-3-oxopropyl]hydroxyformamide). Reaction SMILES: [Cl:1][C:2]1[N:7]=[C:6]([NH:8][NH:9][C:10](=[O:29])[C@H:11]([CH2:23][CH:24]2[CH2:28][CH2:27][CH2:26][CH2:25]2)[CH2:12][N:13]([O:16]C2CCCCO2)[CH:14]=[O:15])[C:5]([F:30])=[C:4]([N:31]([CH3:38])[CH2:32][C:33]2[S:34][CH:35]=[CH:36][N:37]=2)[N:3]=1>C(O)(=O)C.O>[Cl:1][C:2]1[N:7]=[C:6]([NH:8][NH:9][C:10](=[O:29])[C@H:11]([CH2:23][CH:24]2[CH2:25][CH2:26][CH2:27][CH2:28]2)[CH2:12][N:13]([OH:16])[CH:14]=[O:15])[C:5]([F:30])=[C:4]([N:31]([CH3:38])[CH2:32][C:33]2[S:34][CH:35]=[CH:36][N:37]=2)[N:3]=1. Procedure: [(2R)-3-(2-{2-Chloro-5-fluoro-6-[methyl(1,3-thiazol-2-ylmethyl)amino]-4-pyrimidinyl}hydrazino)-2-(cyclopentylmethyl)-3-oxopropyl](tetrahydro-2H-pyran-2-yloxy)formamide was dissolved in acetic acid (8 mL) and water (2 mL). The reaction mixture was left to stir 2 days. The volatiles were evaporated, and the resulting residue was purified by RP-HPLC to provide [(2R)-3-(2-{2-chloro-5-fluoro-6-[methyl(1,3-thiazol-2-ylmethyl)amino]-4-pyrimidinyl}hydrazino)-2-(cyclopentylmethyl)-3-oxopropyl]hydroxyform... The reactants are ClC1=NC=C(C=C1)[N+](=O)[O-] (2-chloro-5-nitropyridine), N1CC(CC1)NC(OC(C)(C)C)=O (tert-butyl pyrrolidin-3-ylcarbamate). Product: NC=1C=CC(=NC1)N1CC(CC1)NC(OC(C)(C)C)=O (tert-butyl 1-(5-aminopyridin-2-yl)pyrrolidin-3-ylcarbamate). Isolated yield 94.2%. As a reaction SMILES: Cl[C:2]1[CH:7]=[CH:6][C:5]([N+:8]([O-])=O)=[CH:4][N:3]=1.[NH:11]1[CH2:15][CH2:14][CH:13]([NH:16][C:17](=[O:23])[O:18][C:19]([CH3:22])([CH3:21])[CH3:20])[CH2:12]1>>[NH2:8][C:5]1[CH:6]=[CH:7][C:2]([N:11]2[CH2:15][CH2:14][CH:13]([NH:16][C:17](=[O:23])[O:18][C:19]([CH3:21])([CH3:20])[CH3:22])[CH2:12]2)=[N:3][CH:4]=1. Procedure: Following General procedure H, 2-chloro-5-nitropyridine (500 mg, 3.1 mmol) was reacted with tert-butyl pyrrolidin-3-ylcarbamate (931 mg, 5 mmol) followed by reduction to afford the desired product (813 mg, 94%) as a purple solid: ESI MS m/z 279 [C14H22N4O2+H]+. Starting materials: BrC1=CC=C(COC2=CC(=C(C=C2)Cl)[N+](=O)[O-])C=C1 (4-(4-Bromo-benzyloxy)-1-chloro-2-nitro-benzene), C1(O)=CC=C(O)C=C1 (hydroquinone). Product: NC1=C(OC2=CC=C(C=C2)O)C=CC(=C1)OCC1=CC=C(C=C1)Br (4-[2-Amino-4-(4-bromo-benzyloxy)-phenoxy]-phenol). As a reaction SMILES: [Br:1][C:2]1[CH:19]=[CH:18][C:5]([CH2:6][O:7][C:8]2[CH:13]=[CH:12][C:11](Cl)=[C:10]([N+:15]([O-])=O)[CH:9]=2)=[CH:4][CH:3]=1.[C:20]1([CH:27]=[CH:26][C:24]([OH:25])=[CH:23][CH:22]=1)[OH:21]>>[NH2:15][C:10]1[CH:9]=[C:8]([O:7][CH2:6][C:5]2[CH:18]=[CH:19][C:2]([Br:1])=[CH:3][CH:4]=2)[CH:13]=[CH:12][C:11]=1[O:21][C:20]1[CH:27]=[CH:26][C:24]([OH:25])=[CH:23][CH:22]=1. Reported procedure: 4-(4-Bromo-benzyloxy)-1-chloro-2-nitro-benzene (from Example 16A) was reacted with hydroquinone according to the procedure from Example 39A and reduced according to the procedure from Example 39B to provide the title product. Starting materials: CCOc1cc(C(=O)OC(C)(C)C)cc(OCC)c1Br, COC(=O)c1ccc(B(O)O)cc1, COCCOC, [K+], [K+], [K+], O, O=P([O-])([O-])[O-]. The product is CCOc1cc(C(=O)OC(C)(C)C)cc(OCC)c1-c1ccc(C(=O)OC)cc1. RXN SMILES: [Br:15][c:16]1[c:17]([O:32][CH2:33][CH3:34])[cH:18][c:19]([C:20](=[O:21])[O:22][C:23]([CH3:24])([CH3:25])[CH3:26])[cH:27][c:28]1[O:29][CH2:30][CH3:31].[CH3:2][O:3][C:4](=[O:5])[c:6]1[cH:7][cH:8][c:9]([B:12]([OH:13])[OH:14])[cH:10][cH:11]1.[CH3:43][O:44][CH2:45][CH2:46][O:47][CH3:48].[K+:40].[K+:41].[K+:42].[OH2:1].[P:35]([O-:36])([O-:37])([O-:38])=[O:39]>>[CH3:2][O:3][C:4](=[O:5])[c:6]1[cH:7][cH:8][c:9](-[c:16]2[c:17]([O:32][CH2:33][CH3:34])[cH:18][c:19]([C:20](=[O:21])[O:22][C:23]([CH3:24])([CH3:25])[CH3:26])[cH:27][c:28]2[O:29][CH2:30][CH3:31])[cH:10][cH:11]1. Reactants: Cl (HCl), C(C)N1[C@@H](CCC1)COC=1C=NC=CC1 (3-((1-ethyl-2-(S)-pyrrolidinyl)methoxy)pyridine), CO (MeOH), N (NH3), Cl (HCl). Solvent: C(C)OCC (diethyl ether), C(C)OCC (diethyl ether). The product is Cl.Cl.C(C)N1[C@@H](CCC1)COC=1C=NC=CC1 (3-((1-ethyl-2-(S)-pyrrolidinyl)methoxy)pyridine dihydrochloride). Reaction SMILES: [CH2:1]([N:3]1[CH2:7][CH2:6][CH2:5][C@H:4]1[CH2:8][O:9][C:10]1[CH:11]=[N:12][CH:13]=[CH:14][CH:15]=1)[CH3:2].[ClH:16].N.CO>C(OCC)C>[ClH:16].[ClH:16].[CH2:1]([N:3]1[CH2:7][CH2:6][CH2:5][C@H:4]1[CH2:8][O:9][C:10]1[CH:11]=[N:12][CH:13]=[CH:14][CH:15]=1)[CH3:2] |f:5.6.7|. Procedure details: The free base from step 38b was dissolved in diethyl ether and brought to 0° C. with stirring. The solution was treated with diethyl ether saturated with HCl. The solvent was removed in vacuo. The resulting salt was triturated with diethyl ether (2×) and dried under vacuumwto give a white powder. MS (DCI/NH3) m/e207 (M+H)+. 1H NMR (D2O, 300 MHz) δ: 8.49 (d, J=3.0 Hz, 1H), 8.39 (dd, J=1.0,5.1 Hz, 1H), 8.02 (m, 1H), 7.85 (dd, J=8.70, 5.40 Hz, 1H), 4.61 (dd, J=11.0, 3.3 Hz, 1H), 4.44 (dd, J=11.0, 6... The reactants are CN1C(=C(C2=C(C=CC=C12)C1=CC=C(OCC#N)C=C1)C)C1=CC=CC=C1 ([4-(1,3-dimethyl-2-phenyl-1H-indol-4-yl)-phenoxy]-acetonitrile), [N-]=[N+]=[N-].[Na+] (NaN3), [NH4+].[Cl-] (NH4Cl). The solvent is CN(C)C=O (DMF). Product: CN1C(=C(C2=C(C=CC=C12)C1=CC=C(C=C1)OCC1=NN=NN1)C)C1=CC=CC=C1 (1,3-Dimethyl-2-phenyl-4-[4-(1H-tetrazol-5-ylmethoxy)-phenyl]-1H-indole), product. The yield is 70.5%. RXN SMILES: [CH3:1][N:2]1[C:10]2[C:5](=[C:6]([C:11]3[CH:20]=[CH:19][C:14]([O:15][CH2:16][C:17]#[N:18])=[CH:13][CH:12]=3)[CH:7]=[CH:8][CH:9]=2)[C:4]([CH3:21])=[C:3]1[C:22]1[CH:27]=[CH:26][CH:25]=[CH:24][CH:23]=1.[N-:28]=[N+:29]=[N-:30].[Na+].[NH4+].[Cl-]>CN(C=O)C>[CH3:1][N:2]1[C:10]2[C:5](=[C:6]([C:11]3[CH:20]=[CH:19][C:14]([O:15][CH2:16][C:17]4[NH:30][N:29]=[N:28][N:18]=4)=[CH:13][CH:12]=3)[CH:7]=[CH:8][CH:9]=2)[C:4]([CH3:21])=[C:3]1[C:22]1[CH:27]=[CH:26][CH:25]=[CH:24][CH:23]=1 |f:1.2,3.4|. Procedure details: The desired product was prepared using a procedure similar to step 6 of example 3. Thus, [4-(1,3-dimethyl-2-phenyl-1H-indol-4-yl)-phenoxy]-acetonitrile (0.311 g, 0.882 mmol) was reacted with NaN3 (0.287 g, 4.412 mmol) and NH4Cl (0.236 g, 4.412 mmol) in DMF (5 ml) to give the product (0.246 g, 0.622 mmol, 71%) as a white solid, dec. 208-210° C. Starting materials: OC(C(OC)OC)C1=CC(=C(OCC(=O)OCC)C=C1C)C (ethyl 2-[4-(1-hydroxy-2,2-dimethoxy-ethyl)-2,5-dimethylphenoxy]acetate), C1(=CC=CC=C1)C (toluene), [I-].[Na+] (sodium iodide), Cl[Si](C)(C)C (chlorotrimethylsilane). The solvent is C(C)#N (acetonitrile), N1=CC=CC=C1 (pyridine), C(C)#N (acetonitrile). Run at time 30 minute. Product: COC(CC1=CC(=C(OCC(=O)OCC)C=C1C)C)OC (ethyl 2-[4-(2,2-dimethoxyethyl)-2,5-dimethylphenoxy]acetate). Yield: 90.6%. Reaction SMILES: [I-].[Na+].Cl[Si](C)(C)C.O[CH:9]([C:15]1[C:27]([CH3:28])=[CH:26][C:18]([O:19][CH2:20][C:21]([O:23][CH2:24][CH3:25])=[O:22])=[C:17]([CH3:29])[CH:16]=1)[CH:10]([O:13][CH3:14])[O:11][CH3:12].C1(C)C=CC=CC=1>C(#N)C.N1C=CC=CC=1>[CH3:12][O:11][CH:10]([O:13][CH3:14])[CH2:9][C:15]1[C:27]([CH3:28])=[CH:26][C:18]([O:19][CH2:20][C:21]([O:23][CH2:24][CH3:25])=[O:22])=[C:17]([CH3:29])[CH:16]=1 |f:0.1|. Procedure details: To a stirred suspension of sodium iodide (72 g) and chlorotrimethylsilane (52 g) in acetonitrile (180 g) was added dropwise a solution of ethyl 2-[4-(1-hydroxy-2,2-dimethoxy-ethyl)-2,5-dimethylphenoxy]acetate (50 g) in acetonitrile (80 g) in an ice-salt bath. The mixture was stirred for 30 minutes, and then toluene (400 g) and pyridine (25 g) were added. The reaction mixture was washed with an aqueous solution of sodium thiosulfate, an aqueous solution of citric acid, an aqueous solution of sodi...